Dataset: the Open Reaction Database (ORD), a public repository of structured organic reaction records. Task: describe an organic reaction: reactants, conditions, products, and yield Starting materials: COC(CC1=C(NC2=NC=CC=C21)C)=O ((2-methyl-1H-pyrrolo[2,3-b]pyridin-3-yl)-acetic acid methyl ester), ClC1=C(C=C(C=C1)S(=O)(=O)Cl)C#N (4-chloro-3-cyano-benzenesulfonyl chloride), [H-].[Na+] (sodium hydride). The solvent is C1CCOC1.CN(C)C=O (THF DMF), C1CCOC1 (THF), C1CCOC1 (THF). Reaction conditions: temperature 0 celsius, time 45 minute. The product is ClC1=C(C=C(C=C1)S(=O)(=O)N1C(=C(C=2C1=NC=CC2)CC(=O)O)C)C#N ([1-(4-Chloro-3-cyano-benzenesulfonyl)-2-methyl-1H-pyrrolo[2,3-b]pyridin-3-yl]-acetic acid). As a reaction SMILES: [H-].[Na+].C[O:4][C:5](=[O:17])[CH2:6][C:7]1[C:15]2[C:10](=[N:11][CH:12]=[CH:13][CH:14]=2)[NH:9][C:8]=1[CH3:16].[Cl:18][C:19]1[CH:24]=[CH:23][C:22]([S:25](Cl)(=[O:27])=[O:26])=[CH:21][C:20]=1[C:29]#[N:30]>C1COCC1.C1COCC1.CN(C=O)C>[Cl:18][C:19]1[CH:24]=[CH:23][C:22]([S:25]([N:9]2[C:10]3=[N:11][CH:12]=[CH:13][CH:14]=[C:15]3[C:7]([CH2:6][C:5]([OH:4])=[O:17])=[C:8]2[CH3:16])(=[O:26])=[O:27])=[CH:21][C:20]=1[C:29]#[N:30] |f:0.1,5.6|. Reported procedure: To a stirred, ice-cooled (0° C.) suspension of sodium hydride (15.8 mg of a 60% dispersion in mineral oil, 0.411 mmol) in dry THF (2 ml) under an inert atmosphere of Argon is added dropwise (2-methyl-1H-pyrrolo[2,3-b]pyridin-3-yl)-acetic acid methyl ester ((0.06 g, 0.294 mmol) in THF/DMF (4 ml of a 3:1 mixture). The reaction mixture is stirred at 0° C. for 45 minutes and then treated with 4-chloro-3-cyano-benzenesulfonyl chloride (97.1 mg, 0.411 mmol) in dry THF (3 ml). Stirring continued at 0° ... Starting materials: COc1ccc(N2CCNC(Cc3ccccc3)C2)cc1OC1CCCC1, CCN=C=O, ClCCl. Product: CCNC(=O)N1CCN(c2ccc(OC)c(OC3CCCC3)c2)CC1Cc1ccccc1. As a reaction SMILES: [CH2:1]([c:2]1[cH:3][cH:4][cH:5][cH:6][cH:7]1)[CH:8]1[CH2:9][N:10]([c:14]2[cH:15][c:16]([O:22][CH:23]3[CH2:24][CH2:25][CH2:26][CH2:27]3)[c:17]([O:20][CH3:21])[cH:18][cH:19]2)[CH2:11][CH2:12][NH:13]1.[CH2:28]([CH3:29])[N:30]=[C:31]=[O:32].[Cl:33][CH2:34][Cl:35]>>[CH2:1]([c:2]1[cH:3][cH:4][cH:5][cH:6][cH:7]1)[CH:8]1[CH2:9][N:10]([c:14]2[cH:15][c:16]([O:22][CH:23]3[CH2:24][CH2:25][CH2:26][CH2:27]3)[c:17]([O:20][CH3:21])[cH:18][cH:19]2)[CH2:11][CH2:12][N:13]1[C:31]([NH:30][CH2:28][CH3:29])=[O:32]. Starting materials: [Cl-].[NH4+] (ammonium chloride), BrC1=C(C=C(C=C1)I)C (2-bromo-5-iodotoluene), O=C1C[C@@H](CN1)NC(OC(C)(C)C)=O (tert-butyl ((S)-5-oxopyrrolidin-3-yl)carbamate), [F-].[Cs+] (cesium fluoride), CN(CCN)C (N,N-dimethylethylenediamine). Reported procedure: A suspension of 2-bromo-5-iodotoluene (1.5 g), tert-butyl ((S)-5-oxopyrrolidin-3-yl)carbamate (2.7 g), copper iodide (95 mg), cesium fluoride (1.9 g), and N,N-dimethylethylenediamine (0.11 ml) in acetonitrile (20 ml) was stirred at 100° C. for 3 hours under a nitrogen atmosphere. After cooling, a saturated aqueous solution of ammonium chloride was added to the reaction solution, followed by extraction with ethyl acetate. The extract was washed with a 10% aqueous sodium thiosulfate solution and s... Product: BrC1=C(C=C(C=C1)N1C[C@H](CC1=O)NC(OC(C)(C)C)=O)C (tert-Butyl N-[(3S)-1-(4-bromo-3-methylphenyl)-5-oxopyrrolidin-3-yl]carbamate). Yield: 96.5%. Reagents/catalysts: [Cu](I)I (copper iodide). Solvent: C(C)#N (acetonitrile). RXN SMILES: [Br:1][C:2]1[CH:7]=[CH:6][C:5](I)=[CH:4][C:3]=1[CH3:9].[O:10]=[C:11]1[NH:15][CH2:14][C@@H:13]([NH:16][C:17](=[O:23])[O:18][C:19]([CH3:22])([CH3:21])[CH3:20])[CH2:12]1.[F-].[Cs+].CN(C)CCN.[Cl-].[NH4+]>C(#N)C.[Cu](I)I>[Br:1][C:2]1[CH:7]=[CH:6][C:5]([N:15]2[C:11](=[O:10])[CH2:12][C@H:13]([NH:16][C:17](=[O:23])[O:18][C:19]([CH3:21])([CH3:20])[CH3:22])[CH2:14]2)=[CH:4][C:3]=1[CH3:9] |f:2.3,5.6|. Conditions: temperature 100 celsius, time 3 hour.